From a dataset of the Open Reaction Database (ORD), a public repository of structured organic reaction records. describe an organic reaction: reactants, conditions, products, and yield Reactants: [BH4-], CCO, O=C(CCCl)c1ccccc1, [Na+]. Yields the product OC(CCCl)c1ccccc1. As a reaction SMILES: [BH4-:12].[CH3:14][CH2:15][OH:16].[Cl:1][CH2:2][CH2:3][C:4](=[O:5])[c:6]1[cH:7][cH:8][cH:9][cH:10][cH:11]1.[Na+:13]>>[Cl:1][CH2:2][CH2:3][CH:4]([OH:5])[c:6]1[cH:7][cH:8][cH:9][cH:10][cH:11]1. Starting materials: [Al+3], Cc1ccccc1, Cc1cc(C)c(C=O)[nH]1, [Cl-], [Cl-], [Cl-], O=C(Cl)CCl, ClCCCl. Yields the product Cc1[nH]c(C=O)c(C)c1C(=O)CCl. Reaction SMILES: [Al+3:2].[CH3:19][c:20]1[cH:21][cH:22][cH:23][cH:24][cH:25]1.[CH3:5][c:6]1[c:7]([CH:12]=[O:13])[nH:8][c:9]([CH3:11])[cH:10]1.[Cl-:1].[Cl-:3].[Cl-:4].[Cl:14][CH2:15][C:16](=[O:17])[Cl:18].[Cl:26][CH2:27][CH2:28][Cl:29]>>[CH3:5][c:6]1[c:7]([CH:12]=[O:13])[nH:8][c:9]([CH3:11])[c:10]1[C:16]([CH2:15][Cl:14])=[O:17]. Starting materials: C(C)OC=1C=CC(=C(C1)NC(C(C(C)C)=O)=O)C (N-(5-ethoxy-2-methylphenyl)-2-oxo-3-methylbutanamide), ClC1=CC(=CC=C1)Cl (m-dichlorobenzene), [Cl-].[Al+3].[Cl-].[Cl-] (Aluminum chloride). Conditions: time 1.5 hour. The product is OC1=C2C(=C(C(NC2=C(C=C1)C)=O)C)C (5-Hydroxy-3,4,8-trimethylcarbostyril). Yield: 46.2%. As a reaction SMILES: C([O:3][C:4]1[CH:5]=[CH:6][C:7]([CH3:18])=[C:8]([NH:10][C:11](=[O:17])[C:12](=O)[CH:13]([CH3:15])C)[CH:9]=1)C.[Cl-].[Al+3].[Cl-].[Cl-].Cl[C:24]1C=CC=C(Cl)C=1>>[OH:3][C:4]1[CH:5]=[CH:6][C:7]([CH3:18])=[C:8]2[C:9]=1[C:13]([CH3:15])=[C:12]([CH3:24])[C:11](=[O:17])[NH:10]2 |f:1.2.3.4|. Procedure details: N-(5-ethoxy-2-methylphenyl)-2-oxo-3-methylbutanamide (8.8 g, 35.3 mmol) was dissolved in m-dichlorobenzene (100 ml). Aluminum chloride (20.6 g, 155 mmol) was added to the solution, and the mixture was placed in a bath of 100° C. and stirred for 1.5 hours. The reaction mixture was poured in ice--water, and the precipitate was collected by filtration. To the filtrate, a mixture of chloroform--methanol (5:1) was added. The organic phase was extracted, and dried. The solvent was distilled off under ...